From a dataset of the Open Reaction Database (ORD), a public repository of structured organic reaction records. describe an organic reaction: reactants, conditions, products, and yield Reactants: ClCCl, Cc1ccc(C)c(CO)c1CO. Product: Cc1ccc(C)c2c1COC2=O. Reaction SMILES: [Cl:13][CH2:14][Cl:15].[OH:1][CH2:2][c:3]1[c:4]([CH2:11][OH:12])[c:5]([CH3:10])[cH:6][cH:7][c:8]1[CH3:9]>>[O:1]1[CH2:2][c:3]2[c:4]([c:5]([CH3:10])[cH:6][cH:7][c:8]2[CH3:9])[C:11]1=[O:12]. Starting materials: CC1(OC2=C(C(C1)C1=NC=CC=N1)C=C(C=C2)C#N)C (3,4-dihydro-2,2-dimethyl-4-(2-pyrimidinyl)-2H-1-benzopyran-6-carbonitrile), ClC1=CC(=CC=C1)C(=O)OO (m-chloroperbenzoic acid). The solvent is ClCCl (dichloromethane), C(C)OCC (diethyl ether). Reaction conditions: time 8 hour. Product: C(#N)C=1C=CC2=C(C(CC(O2)(C)C)C2=[N+](C=CC=N2)[O-])C1 (2-(6-cyano-3,4-dihydro-2,2-dimethyl-2H-1-benzopyran-4-yl)pyrimidine 1-oxide). Isolated yield 9.7%. Reaction SMILES: [CH3:1][C:2]1([CH3:20])[CH2:7][CH:6]([C:8]2[N:13]=[CH:12][CH:11]=[CH:10][N:9]=2)[C:5]2[CH:14]=[C:15]([C:18]#[N:19])[CH:16]=[CH:17][C:4]=2[O:3]1.ClC1C=CC=C(C(OO)=[O:29])C=1>ClCCl.C(OCC)C>[C:18]([C:15]1[CH:16]=[CH:17][C:4]2[O:3][C:2]([CH3:20])([CH3:1])[CH2:7][CH:6]([C:8]3[N:9]=[CH:10][CH:11]=[CH:12][N+:13]=3[O-:29])[C:5]=2[CH:14]=1)#[N:19]. Procedure: 242 mg of 3,4-dihydro-2,2-dimethyl-4-(2-pyrimidinyl)-2H-1-benzopyran-6-carbonitrile were dissolved in 5 ml of dichloromethane at room temperature and 450 mg of m-chloroperbenzoic acid were added. After stirring overnight the mixture was washed with sodium bisulphite solution and sodium bicarbonate solution. The organic phase was dried over sodium sulphate and evaporated. The residue was chromatographed on silica gel using ethyl acetate/ethanol/formic acid (40:4:1) for the elution. The product wa...